This data is from the Open Reaction Database (ORD), a public repository of structured organic reaction records. The task is: describe an organic reaction: reactants, conditions, products, and yield The reactants are [BH4-], CCO, [Cl-], O=C1CCCN(C(=O)c2ccc([N+](=O)[O-])cc2Cl)c2ccsc21, [NH4+], [Na+], C1CCOC1. Product: O=C(c1ccc([N+](=O)[O-])cc1Cl)N1CCCC(O)c2sccc21. Reaction SMILES: [BH4-:27].[CH3:24][CH2:25][OH:26].[Cl-:29].[Cl:1][c:2]1[c:3]([C:4](=[O:5])[N:6]2[c:7]3[c:8]([s:14][cH:15][cH:16]3)[C:9](=[O:13])[CH2:10][CH2:11][CH2:12]2)[cH:17][cH:18][c:19]([N+:21](=[O:22])[O-:23])[cH:20]1.[NH4+:30].[Na+:28].[O:31]1[CH2:32][CH2:33][CH2:34][CH2:35]1>>[Cl:1][c:2]1[c:3]([C:4](=[O:5])[N:6]2[c:7]3[c:8]([s:14][cH:15][cH:16]3)[CH:9]([OH:13])[CH2:10][CH2:11][CH2:12]2)[cH:17][cH:18][c:19]([N+:21](=[O:22])[O-:23])[cH:20]1. Run at temperature 100 celsius. Reaction SMILES: [CH2:1]([O:3][P:4]([CH2:9][C:10]1[CH:15]=[CH:14][C:13]([NH:16][C:17]2[N:22]=[C:21]([NH:23][C:24]3[CH:32]=[CH:31][C:30](Br)=[C:29]4[C:25]=3[C:26](=[O:35])[N:27]([CH3:34])[CH2:28]4)[C:20]([C:36]([F:39])([F:38])[F:37])=[CH:19][N:18]=2)=[CH:12][CH:11]=1)(=[O:8])[O:5][CH2:6][CH3:7])[CH3:2].[C:40]([O:44][C:45]([N:47]1[CH2:52][CH:51]=[C:50](B2OC(C)(C)C(C)(C)O2)[CH2:49][CH2:48]1)=[O:46])([CH3:43])([CH3:42])[CH3:41].C(=O)([O-])[O-].[K+].[K+].ClCCl>[Cl-].[Na+].O.O.C(OCC)(=O)C.O1CCOCC1>[CH2:6]([O:5][P:4]([CH2:9][C:10]1[CH:15]=[CH:14][C:13]([NH:16][C:17]2[N:22]=[C:21]([NH:23][C:24]3[CH:32]=[CH:31][C:30]([C:50]4[CH2:51][CH2:52][N:47]([C:45]([O:44][C:40]([CH3:43])([CH3:42])[CH3:41])=[O:46])[CH2:48][CH:49]=4)=[C:29]4[C:25]=3[C:26](=[O:35])[N:27]([CH3:34])[CH2:28]4)[C:20]([C:36]([F:38])([F:37])[F:39])=[CH:19][N:18]=2)=[CH:12][CH:11]=1)([O:3][CH2:1][CH3:2])=[O:8])[CH3:7] |f:2.3.4,6.7.8|. Yields the product C(C)OP(=O)(OCC)CC1=CC=C(C=C1)NC1=NC=C(C(=N1)NC=1C=CC(=C2CN(C(C12)=O)C)C=1CCN(CC1)C(=O)OC(C)(C)C)C(F)(F)F (tert-Butyl 4-(7-{[2-({4-[(diethoxyphosphoryl)methyl]phenyl}amino)-5-(trifluoromethyl)pyrimidin-4-yl]amino}-2-methyl-1-oxo-2,3-dihydro-1H-isoindol-4-yl)-3,6-dihydropyridine-1(2H)-carboxylate). Reactants: C(C)OP(OCC)(=O)CC1=CC=C(C=C1)NC1=NC=C(C(=N1)NC1=C2C(N(CC2=C(C=C1)Br)C)=O)C(F)(F)F (Diethyl[4-({4-[(7-bromo-2-methyl-3-oxo-2,3-dihydro-1H-isoindol-4-yl)amino]-5-(trifluoromethyl)pyrimidin-2-yl}amino)benzyl]phosphonate), C(C)(C)(C)OC(=O)N1CCC(=CC1)B1OC(C(O1)(C)C)(C)C (4-(4,4,5,5-tetramethyl-[1,3,2]dioxaborolan-2-yl)-3,6-dihydro-2H-pyridine-1-carboxylic acid tert-butyl ester), C([O-])([O-])=O.[K+].[K+] (potassium carbonate), ClCCl (dichloromethane), crude mixture. The solvent is C(C)(=O)OCC (ethyl acetate), O (water), O1CCOCC1 (1,4-dioxane), O (water), [Cl-].[Na+].O (brine). Procedure: Diethyl[4-({4-[(7-bromo-2-methyl-3-oxo-2,3-dihydro-1H-isoindol-4-yl)amino]-5-(trifluoromethyl)pyrimidin-2-yl}amino)benzyl]phosphonate (200.0 mg, 0.3183 mmol), 4-(4,4,5,5-tetramethyl-[1,3,2]dioxaborolan-2-yl)-3,6-dihydro-2H-pyridine-1-carboxylic acid tert-butyl ester (Tetrahedron Letters, 2000, 44, pp 3705-3708, 147.6 mg, 0.4774 mmol), potassium carbonate (132.0 mg, 0.9548 mmol) [1,1-bis(diphenylphosphino)ferrocene]dichloropalladium(II), complex with dichloromethane (1:1) (26.0 mg, 0.03183 mmol),... Procedure: The title compound was prepared in the manner analogous to Example 1F using 2C and 6B. MS m/z 481 (M+1). Reactants: COC(COC1=C(C=C(C=C1)S)C)=O ((4-Mercapto-2-methyl-phenoxy)-acetic acid methyl ester), ClC1=C(C=C(C=C1)C1=CC=C(C=C1)CCl)C(F)(F)F (4-Chloro-4′-chloromethyl-3-trifluoromethyl-biphenyl). RXN SMILES: C[O:2][C:3](=[O:14])[CH2:4][O:5][C:6]1[CH:11]=[CH:10][C:9]([SH:12])=[CH:8][C:7]=1[CH3:13].[Cl:15][C:16]1[CH:21]=[CH:20][C:19]([C:22]2[CH:27]=[CH:26][C:25]([CH2:28]Cl)=[CH:24][CH:23]=2)=[CH:18][C:17]=1[C:30]([F:33])([F:32])[F:31]>>[Cl:15][C:16]1[CH:21]=[CH:20][C:19]([C:22]2[CH:23]=[CH:24][C:25]([CH2:28][S:12][C:9]3[CH:10]=[CH:11][C:6]([O:5][CH2:4][C:3]([OH:2])=[O:14])=[C:7]([CH3:13])[CH:8]=3)=[CH:26][CH:27]=2)=[CH:18][C:17]=1[C:30]([F:31])([F:32])[F:33]. Product: ClC1=C(C=C(C=C1)C1=CC=C(C=C1)CSC1=CC(=C(OCC(=O)O)C=C1)C)C(F)(F)F ([4-(4′-Chloro-3′-trifluoromethyl-biphenyl-4-ylmethylsulfanyl)-2-methyl-phenoxy]-acetic acid).